From a dataset of the Open Reaction Database (ORD), a public repository of structured organic reaction records. describe an organic reaction: reactants, conditions, products, and yield Yields the product BrC1=CC=C2C(=NN(C2=C1)COCC[Si](C)(C)C)S(=O)(=O)C (6-Bromo-3-(methylsulfonyl)-1-({[2-(trimethylsilyl)ethyl]oxy}methyl)-1H-indazole). Reported procedure: Sodium tert-butoxide (0.057 g) was added to an ice-cold solution of 6-bromo-3-(methylsulfonyl)-1H-indazole (Intermediate 75) (0.14 g) in tetrahydrofuran (1.5 ml). 2-(Trimethylsilyl)ethoxymethyl chloride (0.11 ml) was then added and the mixture was warmed to room temp. over 1 h. The reaction was quenched using 2M aqueous ammonia (1 ml) and methanol (1 ml) the solvent was evaporated and the aqueous residue was extracted with ethyl acetate. The organic extracts were dried using a hydrophobic filter... The reactants are CC(C)([O-])C.[Na+] (Sodium tert-butoxide), ice, BrC1=CC=C2C(=NNC2=C1)S(=O)(=O)C (6-bromo-3-(methylsulfonyl)-1H-indazole), BrC1=CC=C2C(=NNC2=C1)S(=O)(=O)C (6-bromo-3-(methylsulfonyl)-1H-indazole), C[Si](CCOCCl)(C)C (2-(Trimethylsilyl)ethoxymethyl chloride). Solvent: O1CCCC1 (tetrahydrofuran). RXN SMILES: CC(C)([O-])C.[Na+].[Br:7][C:8]1[CH:16]=[C:15]2[C:11]([C:12]([S:17]([CH3:20])(=[O:19])=[O:18])=[N:13][NH:14]2)=[CH:10][CH:9]=1.[CH3:21][Si:22]([CH3:29])([CH3:28])[CH2:23][CH2:24][O:25][CH2:26]Cl>O1CCCC1>[Br:7][C:8]1[CH:16]=[C:15]2[C:11]([C:12]([S:17]([CH3:20])(=[O:18])=[O:19])=[N:13][N:14]2[CH2:26][O:25][CH2:24][CH2:23][Si:22]([CH3:29])([CH3:28])[CH3:21])=[CH:10][CH:9]=1 |f:0.1|.